From a dataset of the Open Reaction Database (ORD), a public repository of structured organic reaction records. describe an organic reaction: reactants, conditions, products, and yield The reactants are B(F)(F)F.CSC (Borontrifluoride dimethylsulfide), COC=1C=C(C=C(C1)C)C1=C(C=NN1CC#N)C1=CC(=NC=C1)C1=C(C=CC=C1)NC(C)=O ([5-(3-methoxy-5-methylphenyl)-4-(2-(2-acetamidophenyl)pyridin-4-yl)-pyrazol-1-yl]acetonitrile). Run in ClCCl (dichloromethane). Reaction conditions: time 24 hour. Yields the product OC=1C=C(C=C(C1)C)C1=C(C=NN1CC#N)C1=CC(=NC=C1)C1=C(C=CC=C1)NC(C)=O ([5-(3-hydroxy-5-methylphenyl)-4-(2-(2-acetamidophenyl)pyridin-4-yl)-pyrazol-1-yl]acetonitrile). As a reaction SMILES: B(F)(F)F.CSC.C[O:9][C:10]1[CH:11]=[C:12]([C:17]2[N:21]([CH2:22][C:23]#[N:24])[N:20]=[CH:19][C:18]=2[C:25]2[CH:30]=[CH:29][N:28]=[C:27]([C:31]3[CH:36]=[CH:35][CH:34]=[CH:33][C:32]=3[NH:37][C:38](=[O:40])[CH3:39])[CH:26]=2)[CH:13]=[C:14]([CH3:16])[CH:15]=1>ClCCl>[OH:9][C:10]1[CH:11]=[C:12]([C:17]2[N:21]([CH2:22][C:23]#[N:24])[N:20]=[CH:19][C:18]=2[C:25]2[CH:30]=[CH:29][N:28]=[C:27]([C:31]3[CH:36]=[CH:35][CH:34]=[CH:33][C:32]=3[NH:37][C:38](=[O:40])[CH3:39])[CH:26]=2)[CH:13]=[C:14]([CH3:16])[CH:15]=1 |f:0.1|. Procedure details: Borontrifluoride-dimethylsulfide (0.13 mL, 1.2 mmol) was dropwise added to a solution of the methoxy compound (52.5 mg, 0.12 mmol) prepared in Example 38 in dichloromethane (4 mL) at room temperature under nitrogen atmosphere, and stirred for 24 hours. The reaction mixture was concentrated by vacuum distillation. The residue was treated in ethyl acetate (100 mL) and brine (50 mL) and the organic layer was dried over anhydrous magnesium sulfate and distilled under vacuum. Purification through col...